Dataset: the Open Reaction Database (ORD), a public repository of structured organic reaction records. Task: describe an organic reaction: reactants, conditions, products, and yield Starting materials: O=C([O-])[O-], CN(C)C(=O)C(Cc1cccc(O)c1)NC(=O)OC(C)(C)C, CC#N, CCOC(C)=O, [Cs+], [Cs+], COC(=O)c1ccc(F)cc1. The product is COC(=O)c1ccc(Oc2cccc(CC(NC(=O)OC(C)(C)C)C(=O)N(C)C)c2)cc1. RXN SMILES: [C:34](=[O:35])([O-:36])[O-:37].[CH3:1][N:2]([C:3]([CH:4]([CH2:5][c:6]1[cH:7][c:8]([OH:12])[cH:9][cH:10][cH:11]1)[NH:13][C:14]([O:15][C:16]([CH3:17])([CH3:18])[CH3:19])=[O:20])=[O:21])[CH3:22].[CH3:40][C:41]#[N:42].[CH3:43][CH2:44][O:45][C:46](=[O:47])[CH3:48].[Cs+:38].[Cs+:39].[F:23][c:24]1[cH:25][cH:26][c:27]([C:28](=[O:29])[O:30][CH3:31])[cH:32][cH:33]1>>[CH3:1][N:2]([C:3]([CH:4]([CH2:5][c:6]1[cH:7][c:8]([O:12][c:24]2[cH:25][cH:26][c:27]([C:28](=[O:29])[O:30][CH3:31])[cH:32][cH:33]2)[cH:9][cH:10][cH:11]1)[NH:13][C:14]([O:15][C:16]([CH3:17])([CH3:18])[CH3:19])=[O:20])=[O:21])[CH3:22]. Solvent: C(C)O (ethanol). RXN SMILES: Cl[C:2]1[N:7]=[CH:6][N:5]=[C:4]2[N:8]([CH3:19])[N:9]=[C:10]([C:11]3[O:12][C:13]([N+:16]([O-:18])=[O:17])=[CH:14][CH:15]=3)[C:3]=12.[NH3:20]>C(O)C>[NH2:20][C:2]1[N:7]=[CH:6][N:5]=[C:4]2[N:8]([CH3:19])[N:9]=[C:10]([C:11]3[O:12][C:13]([N+:16]([O-:18])=[O:17])=[CH:14][CH:15]=3)[C:3]=12. The reactants are N (ammonia), ClC1=C2C(=NC=N1)N(N=C2C=2OC(=CC2)[N+](=O)[O-])C (4-chloro-1-methyl-3-(5-nitro-2-furyl)-1H-pyrazolo[3,4-d]pyrimidine). Procedure details: A mixture of 1.0 grams of 4-chloro-1-methyl-3-(5-nitro-2-furyl)-1H-pyrazolo[3,4-d]pyrimidine and a solution of 100 milliliters of dry ethanol saturated at room temperature with ammonia gas, was heated in a sealed stainless steel tube at a bath temperature of 130° C. and 7 atmospheres pressure for 3 hours, and cooled. The crystalline product was collected washed with water and dried. Recrystallisation from dimethylformamide gave 4-amino-1-methyl-3-(5-nitro-2-furyl)-1H-pyrazolo [3,4-d]pyrimidine h... The product is NC1=C2C(=NC=N1)N(N=C2C=2OC(=CC2)[N+](=O)[O-])C (4-amino-1-methyl-3-(5-nitro-2-furyl)-1H-pyrazolo [3,4-d]pyrimidine), product. Reactants: C=O, C1COCCN1, CC(=O)O, [Na+], [OH-], O, CCC(=O)c1ccc[nH]1. Product: CCC(=O)c1cc(CN2CCOCC2)c[nH]1. RXN SMILES: [CH2:16]=[O:17].[CH2:1]1[CH2:2][O:3][CH2:4][CH2:5][NH:6]1.[CH3:20][C:21](=[O:22])[OH:23].[Na+:19].[OH-:18].[OH2:24].[nH:7]1[c:8]([C:12]([CH2:13][CH3:14])=[O:15])[cH:9][cH:10][cH:11]1>>[CH2:1]1[CH2:2][O:3][CH2:4][CH2:5][N:6]1[CH2:16][c:10]1[cH:9][c:8]([C:12]([CH2:13][CH3:14])=[O:15])[nH:7][cH:11]1. Reactants: CCCC[N+](CCCC)(CCCC)CCCC, CC1(C)COC(=O)C1=O, Cc1ccccc1, O=C([O-])C(F)(F)F, CC(C)(C)OC(=O)N1CC(P(c2ccccc2)c2ccccc2)CC1CP(c1ccccc1)c1ccccc1. The product is CC1(C)COC(=O)C1O. Reaction SMILES: [CH2:56]([N+:57]([CH2:58][CH2:59][CH2:60][CH3:61])([CH2:62][CH2:63][CH2:64][CH3:65])[CH2:66][CH2:67][CH2:68][CH3:69])[CH2:70][CH2:71][CH3:72].[CH3:1][C:2]1([CH3:9])[C:3](=[O:8])[C:4](=[O:7])[O:5][CH2:6]1.[CH3:73][c:74]1[cH:75][cH:76][cH:77][cH:78][cH:79]1.[F:49][C:50]([F:51])([F:52])[C:53]([O-:54])=[O:55].[c:10]1([P:11]([c:12]2[cH:13][cH:14][cH:15][cH:16][cH:17]2)[CH:18]2[CH2:19][N:20]([C:21]([O:22][C:23]([CH3:24])([CH3:25])[CH3:26])=[O:27])[CH:28]([CH2:29][P:30]([c:31]3[cH:32][cH:33][cH:34][cH:35][cH:36]3)[c:37]3[cH:38][cH:39][cH:40][cH:41][cH:42]3)[CH2:43]2)[cH:44][cH:45][cH:46][cH:47][cH:48]1>>[CH3:1][C:2]1([CH3:9])[CH:3]([OH:8])[C:4](=[O:7])[O:5][CH2:6]1. The reactants are [Al+3], CCOC(=O)c1cn(Cc2ccccc2)nc1OCc1cccc(OCc2nc(-c3ccccc3)oc2C)c1, CCOC(C)=O, [H-], [H-], [H-], [H-], [Li+], [Na+], [Na+], C1CCOC1, O, O, O, O, O, O, O, O, O, O, O=S(=O)([O-])[O-]. Yields the product Cc1oc(-c2ccccc2)nc1COc1cccc(COc2nn(Cc3ccccc3)cc2CO)c1. As a reaction SMILES: [Al+3:41].[CH2:1]([c:2]1[cH:3][cH:4][cH:5][cH:6][cH:7]1)[n:8]1[n:9][c:10]([O:18][CH2:19][c:20]2[cH:21][c:22]([O:26][CH2:27][c:28]3[n:29][c:30](-[c:34]4[cH:35][cH:36][cH:37][cH:38][cH:39]4)[o:31][c:32]3[CH3:33])[cH:23][cH:24][cH:25]2)[c:11]([C:13](=[O:14])[O:15][CH2:16][CH3:17])[cH:12]1.[CH3:68][CH2:69][O:70][C:71](=[O:72])[CH3:73].[H-:40].[H-:43].[H-:44].[H-:45].[Li+:42].[Na+:61].[Na+:62].[O:63]1[CH2:64][CH2:65][CH2:66][CH2:67]1.[OH2:46].[OH2:47].[OH2:48].[OH2:49].[OH2:50].[OH2:51].[OH2:52].[OH2:53].[OH2:54].[OH2:55].[S:56]([O-:57])([O-:58])(=[O:59])=[O:60]>>[CH2:1]([c:2]1[cH:3][cH:4][cH:5][cH:6][cH:7]1)[n:8]1[n:9][c:10]([O:18][CH2:19][c:20]2[cH:21][c:22]([O:26][CH2:27][c:28]3[n:29][c:30](-[c:34]4[cH:35][cH:36][cH:37][cH:38][cH:39]4)[o:31][c:32]3[CH3:33])[cH:23][cH:24][cH:25]2)[c:11]([CH2:13][OH:14])[cH:12]1. Reactants: CO, CC(C)O[Si](C)(C)CC(O)(c1ccc(F)cc1F)C(C)n1ncn(-c2ccc(OCC(F)(F)C(F)F)cc2)c1=O, [Na+], C1CCOC1, O=C([O-])O, OO. The product is CC(n1ncn(-c2ccc(OCC(F)(F)C(F)F)cc2)c1=O)C(O)(CO)c1ccc(F)cc1F. As a reaction SMILES: [CH3:46][OH:47].[F:1][c:2]1[c:3]([C:9]([CH:10]([CH3:11])[n:12]2[n:13][cH:14][n:15](-[c:18]3[cH:19][cH:20][c:21]([O:24][CH2:25][C:26]([CH:27]([F:28])[F:29])([F:30])[F:31])[cH:22][cH:23]3)[c:16]2=[O:17])([CH2:32][Si:33]([O:34][CH:35]([CH3:36])[CH3:37])([CH3:38])[CH3:39])[OH:40])[cH:4][cH:5][c:6]([F:8])[cH:7]1.[Na+:41].[O:48]1[CH2:49][CH2:50][CH2:51][CH2:52]1.[OH:42][C:43](=[O:44])[O-:45].[OH:53][OH:54]>>[F:1][c:2]1[c:3]([C:9]([CH:10]([CH3:11])[n:12]2[n:13][cH:14][n:15](-[c:18]3[cH:19][cH:20][c:21]([O:24][CH2:25][C:26]([CH:27]([F:28])[F:29])([F:30])[F:31])[cH:22][cH:23]3)[c:16]2=[O:17])([CH2:32][OH:42])[OH:40])[cH:4][cH:5][c:6]([F:8])[cH:7]1. RXN SMILES: [Cl:13][C:14]([Cl:15])=[O:16].[F:1][c:2]1[cH:3][c:4]2[c:9]([cH:10][cH:11]1)[NH:8][CH2:7][CH2:6][C:5]2=[O:12].[O:17]1[CH2:18][CH2:19][O:20][CH2:21][CH2:22]1>>[F:1][c:2]1[cH:3][c:4]2[c:9]([cH:10][cH:11]1)[N:8]([C:14]([Cl:13])=[O:16])[CH2:7][CH2:6][C:5]2=[O:12]. The product is O=C1CCN(C(=O)Cl)c2ccc(F)cc21. The reactants are O=C(Cl)Cl, O=C1CCNc2ccc(F)cc21, C1COCCO1. The reactants are CC=1C=C(N)C=CC1C (3,4-dimethylaniline), OC1=C(C=C(C(=O)O)C=C1)[N+](=O)[O-] (4-hydroxy-3-nitrobenzoic acid), CCN=C=NCCCN(C)C (EDCI), C=1C=CC2=C(C1)N=NN2O (HOBt). Solvent: CN(C)C=O (DMF), O (water). Reaction conditions: time 18 hour. Yields the product CC=1C=C(C=CC1C)NC(C1=CC(=C(C=C1)O)[N+](=O)[O-])=O (N-(3,4-dimethyl-phenyl)-4-hydroxy-3-nitrobenzamide). Reaction SMILES: [OH:1][C:2]1[CH:10]=[CH:9][C:5]([C:6]([OH:8])=O)=[CH:4][C:3]=1[N+:11]([O-:13])=[O:12].CCN=C=NCCCN(C)C.C1C=CC2N(O)N=NC=2C=1.[CH3:35][C:36]1[CH:37]=[C:38]([CH:40]=[CH:41][C:42]=1[CH3:43])[NH2:39]>CN(C=O)C.O>[CH3:35][C:36]1[CH:37]=[C:38]([NH:39][C:6](=[O:8])[C:5]2[CH:9]=[CH:10][C:2]([OH:1])=[C:3]([N+:11]([O-:13])=[O:12])[CH:4]=2)[CH:40]=[CH:41][C:42]=1[CH3:43]. Procedure details: To a mixture of 4-hydroxy-3-nitrobenzoic acid (732 mg), EDCI (768 mg) and HOBt (540 mg) in DMF (8 mL) was added 3,4-dimethylaniline (484 mg) and the mixture was stirred at room temperature for 18 h. The mixture was poured into water and was extracted with EtOAc. The organic phase was washed with water (3×) and dried over sodium sulfate. The solvent was concentrated until crystallization occurred. The mixture was cooled to room temperature and the solid filtered, washed with EtOAc and dried under... Starting materials: ClC(=O)OC1=CC=C(C=C1)[N+](=O)[O-] (4-nitrophenyl chloroformate), NCCCO (3-amino-1-propanol), OC1C(C(C2(CO2)CC1)C1(OC1CC=C(C)C)C)OC (6-hydroxy-5-methoxy-4-[2-methyl-3-(3-methyl-2-butenyl)oxiranyl]-1-oxaspiro[2,5]octane), N1=CC=CC=C1 (pyridine). The solvent is C(C)OCC (diethyl ether), ClCCl (dichloromethane). Conditions: time 3 hour. Product: COC1C(C2(CO2)CCC1OC(=O)OC1=CC=C(C=C1)[N+](=O)[O-])C1(OC1CC=C(C)C)C (5-methoxy-4-[2-methyl-3-(3-methyl-2-butenyl)oxiranyl]-6-(4-nitrophenoxycarbonyloxy)-1-oxaspiro[2,5]octane), OCCCNC(=O)OC1C(C(C2(CO2)CC1)C1(OC1CC=C(C)C)C)OC (6-(3-hydroxypropylcarbamoyloxy)-5-methoxy-4-[2-methyl-3-(3-methyl-2-butenyl)oxiranyl]-1-oxaspiro[2,5]octane). Yield: 139.3%. Reaction SMILES: [OH:1][CH:2]1[CH2:9][CH2:8][C:5]2([O:7][CH2:6]2)[CH:4]([C:10]2([CH3:18])[CH:12]([CH2:13][CH:14]=[C:15]([CH3:17])[CH3:16])[O:11]2)[CH:3]1[O:19][CH3:20].N1C=CC=CC=1.Cl[C:28]([O:30][C:31]1[CH:36]=[CH:35][C:34]([N+:37]([O-:39])=[O:38])=[CH:33][CH:32]=1)=[O:29].[NH2:40][CH2:41][CH2:42][CH2:43][OH:44]>ClCCl.C(OCC)C>[CH3:20][O:19][CH:3]1[CH:2]([O:1][C:28]([O:30][C:31]2[CH:32]=[CH:33][C:34]([N+:37]([O-:39])=[O:38])=[CH:35][CH:36]=2)=[O:29])[CH2:9][CH2:8][C:5]2([O:7][CH2:6]2)[CH:4]1[C:10]1([CH3:18])[CH:12]([CH2:13][CH:14]=[C:15]([CH3:17])[CH3:16])[O:11]1.[OH:44][CH2:43][CH2:42][CH2:41][NH:40][C:28]([O:1][CH:2]1[CH2:9][CH2:8][C:5]2([O:7][CH2:6]2)[CH:4]([C:10]2([CH3:18])[CH:12]([CH2:13][CH:14]=[C:15]([CH3:17])[CH3:16])[O:11]2)[CH:3]1[O:19][CH3:20])=[O:29]. Procedure details: To a mixture of 6-hydroxy-5-methoxy-4-[2-methyl-3-(3-methyl-2-butenyl)oxiranyl]-1-oxaspiro[2,5]octane (423 mg) and pyridine (474 mg) in dichloromethane (9 ml) was added portionwise 4-nitrophenyl chloroformate (1.2 g) at ambient temperature. After stirring for 3 hours, 5-methoxy-4-[2-methyl-3-(3-methyl-2-butenyl)oxiranyl]-6-(4-nitrophenoxycarbonyloxy)-1-oxaspiro[2,5]octane was prepared in the reaction mixture. To the mixture 3-amino-1-propanol (2.25 g) was added in one portion. The mixture was st...